This data is from the Open Reaction Database (ORD), a public repository of structured organic reaction records. The task is: describe an organic reaction: reactants, conditions, products, and yield Starting materials: COc1ccccc1CO, CN(C)c1ccncc1, C(=NC1CCCCC1)=NC1CCCCC1, ClCCl, Cc1ccc(S(=O)(=O)N2CCSCC2C(=O)O)cc1. The product is COc1ccccc1COC(=O)C1CSCCN1S(=O)(=O)c1ccc(C)cc1. RXN SMILES: [CH3:20][O:21][c:22]1[c:23]([CH2:24][OH:25])[cH:26][cH:27][cH:28][cH:29]1.[CH3:45][N:46]([c:47]1[cH:48][cH:49][n:50][cH:51][cH:52]1)[CH3:53].[CH:30]1([N:31]=[C:32]=[N:33][CH:34]2[CH2:35][CH2:36][CH2:37][CH2:38][CH2:39]2)[CH2:40][CH2:41][CH2:42][CH2:43][CH2:44]1.[Cl:54][CH2:55][Cl:56].[c:1]1([CH3:19])[cH:2][cH:3][c:4]([S:7](=[O:8])(=[O:9])[N:10]2[CH:11]([C:16](=[O:17])[OH:18])[CH2:12][S:13][CH2:14][CH2:15]2)[cH:5][cH:6]1>>[c:1]1([CH3:19])[cH:2][cH:3][c:4]([S:7](=[O:8])(=[O:9])[N:10]2[CH:11]([C:16]([O:17][CH2:24][c:23]3[c:22]([O:21][CH3:20])[cH:29][cH:28][cH:27][cH:26]3)=[O:18])[CH2:12][S:13][CH2:14][CH2:15]2)[cH:5][cH:6]1. Starting materials: NC(CO)C(=O)NCc1ccccc1, CC(=O)OC(C)=O. Yields the product CC(=O)NC(CO)C(=O)NCc1ccccc1. RXN SMILES: [CH2:1]([c:2]1[cH:3][cH:4][cH:5][cH:6][cH:7]1)[NH:8][C:9]([CH:10]([CH2:11][OH:12])[NH2:13])=[O:14].[CH3:15][C:16](=[O:17])[O:18][C:19]([CH3:20])=[O:21]>>[CH2:1]([c:2]1[cH:3][cH:4][cH:5][cH:6][cH:7]1)[NH:8][C:9]([CH:10]([CH2:11][OH:12])[NH:13][C:16]([CH3:15])=[O:17])=[O:14].